Dataset: the Open Reaction Database (ORD), a public repository of structured organic reaction records. Task: describe an organic reaction: reactants, conditions, products, and yield Reactants: [BH3-]C#N, CO, CC(=O)O, CCC=O, O=C(NC1CCNCC1)c1ccc2[nH]ncc2c1, [Na+], [Na+], [OH-]. Product: CCCN1CCC(NC(=O)c2ccc3[nH]ncc3c2)CC1. Reaction SMILES: [C:23]([BH3-:24])#[N:25].[CH3:29][OH:30].[CH3:31][C:32](=[O:33])[OH:34].[CH:19]([CH2:20][CH3:21])=[O:22].[NH:1]1[CH2:2][CH2:3][CH:4]([NH:7][C:8](=[O:9])[c:10]2[cH:11][c:12]3[cH:13][n:14][nH:15][c:16]3[cH:17][cH:18]2)[CH2:5][CH2:6]1.[Na+:26].[Na+:28].[OH-:27]>>[N:1]1([CH2:19][CH2:20][CH3:21])[CH2:2][CH2:3][CH:4]([NH:7][C:8](=[O:9])[c:10]2[cH:11][c:12]3[cH:13][n:14][nH:15][c:16]3[cH:17][cH:18]2)[CH2:5][CH2:6]1. Reactants: C1(=CC=CC=C1)C(N1N=C(N=C1)SCCOC1=NC=CC(=C1)C#N)(C1=CC=CC=C1)C1=CC=CC=C1 (2-[(2-{[1-(triphenylmethyl)-1H-1,2,4-triazol-3-yl]thio}ethyl)oxy]pyridine-4-carbonitrile), C1(=CC=CC=C1)C(N1N=C(N=C1)OCCOC=1C=C(C#N)C=CC1)(C1=CC=CC=C1)C1=CC=CC=C1 (3-[(2-{[1-(triphenylmethyl)-1H-1,2,4-triazol-3-yl]oxy}ethyl)oxy]benzonitrile). Yields the product C1(=CC=CC=C1)C(N1N=C(N=C1)OCCOC=1C=C(C=CC1)CN)(C1=CC=CC=C1)C1=CC=CC=C1 (1-{3-[(2-([1-(triphenylmethyl)-1H-1,2,4-triazol-3-yl]oxy)ethyl)oxy}phenyl]methanamine), oil. Isolated yield 99.0%. Reaction SMILES: C1(C(C2C=CC=CC=2)(C2C=CC=CC=2)N2C=NC(SCCOC3C=C(C#N)C=CN=3)=N2)C=CC=CC=1.[C:37]1([C:43]([C:67]2[CH:72]=[CH:71][CH:70]=[CH:69][CH:68]=2)([C:61]2[CH:66]=[CH:65][CH:64]=[CH:63][CH:62]=2)[N:44]2[CH:48]=[N:47][C:46]([O:49][CH2:50][CH2:51][O:52][C:53]3[CH:54]=[C:55]([CH:58]=[CH:59][CH:60]=3)[C:56]#[N:57])=[N:45]2)[CH:42]=[CH:41][CH:40]=[CH:39][CH:38]=1>>[C:67]1([C:43]([C:37]2[CH:42]=[CH:41][CH:40]=[CH:39][CH:38]=2)([C:61]2[CH:62]=[CH:63][CH:64]=[CH:65][CH:66]=2)[N:44]2[CH:48]=[N:47][C:46]([O:49][CH2:50][CH2:51][O:52][C:53]3[CH:54]=[C:55]([CH2:56][NH2:57])[CH:58]=[CH:59][CH:60]=3)=[N:45]2)[CH:72]=[CH:71][CH:70]=[CH:69][CH:68]=1. Procedure: By a method similar to that in Reference Example 20 and using, instead of 2-[(2-{[1-(triphenylmethyl)-1H-1,2,4-triazol-3-yl]thio}ethyl)oxy]pyridine-4-carbonitrile, 3-[(2-{[1-(triphenylmethyl)-1H-1,2,4-triazol-3-yl]oxy}ethyl)oxy]benzonitrile obtained in Reference Example 31, the title compound was obtained as a colorless oil (504 mg, 99%).